Dataset: the Open Reaction Database (ORD), a public repository of structured organic reaction records. Task: describe an organic reaction: reactants, conditions, products, and yield The reactants are O=C(Cl)OCc1ccccc1, CS(=O)(=O)N1CCNC(C(=O)O)C1, CCOCC, Cl, [Na+], O=C([O-])O, C1COCCO1, O. Yields the product CS(=O)(=O)N1CCN(C(=O)OCc2ccccc2)C(C(=O)O)C1. As a reaction SMILES: [CH2:20]([c:21]1[cH:22][cH:23][cH:24][cH:25][cH:26]1)[O:27][C:28](=[O:29])[Cl:30].[CH3:2][S:3](=[O:4])(=[O:5])[N:6]1[CH2:7][CH:8]([C:12](=[O:13])[OH:14])[NH:9][CH2:10][CH2:11]1.[CH3:38][CH2:39][O:40][CH2:41][CH3:42].[ClH:1].[Na+:19].[O-:15][C:16]([OH:17])=[O:18].[O:32]1[CH2:33][CH2:34][O:35][CH2:36][CH2:37]1.[OH2:31]>>[CH3:2][S:3](=[O:4])(=[O:5])[N:6]1[CH2:7][CH:8]([C:12](=[O:13])[OH:14])[N:9]([C:28]([O:27][CH2:20][c:21]2[cH:22][cH:23][cH:24][cH:25][cH:26]2)=[O:29])[CH2:10][CH2:11]1.